From a dataset of the Open Reaction Database (ORD), a public repository of structured organic reaction records. describe an organic reaction: reactants, conditions, products, and yield Starting materials: C(=O)(OC(C)(C)C)N1[C@H](C[C@H](C1)OS(=O)(=O)C)C ((2S,4R)-1BOC-4-methanesulfonyloxy-2-methylpyrrolidine), C(C1=CC=CC=C1)N (benzylamine). Run at temperature 100 celsius. Yields the product C(=O)(OC(C)(C)C)N1[C@H](C[C@@H](C1)N)C ((2S,4S)-1-BOC-4-Amino-2-methylpyrrolidine). Isolated yield 81.5%. As a reaction SMILES: [C:1]([N:8]1[CH2:12][C@H:11](OS(C)(=O)=O)[CH2:10][C@@H:9]1[CH3:18])([O:3][C:4]([CH3:7])([CH3:6])[CH3:5])=[O:2].C([NH2:26])C1C=CC=CC=1>>[C:1]([N:8]1[CH2:12][C@@H:11]([NH2:26])[CH2:10][C@@H:9]1[CH3:18])([O:3][C:4]([CH3:7])([CH3:6])[CH3:5])=[O:2]. Reported procedure: To a 90 g (0.322 mol) sample of (2S,4R)-1BOC-4-methanesulfonyloxy-2-methylpyrrolidine, prepared as described in U.S. Pat. No. 4,962,112, was added 345 g (3.22 mol) of benzylamine, and the solution was heated at 100° C. under N2 for 8 hours. The solution was cooled to room temperature and the excess benzylamine removed under vacuum. The residue was dissolved in ethyl acetate and washed with water. The product was then extracted into 1.0M citric acid, which was then adjusted to pH 11.5 with conc. ...